From a dataset of the Open Reaction Database (ORD), a public repository of structured organic reaction records. describe an organic reaction: reactants, conditions, products, and yield The reactants are CC(=C)C1=CC=CC=C1 (α-methylstyrene), O=O (oxygen), C=CC=C (1,3-butadiene), C=CC1=CC=CC=C1 (styrene), C(C)(CC)[Li] (secondary butyllithium), 51, C=CC1=CC=CC=C1 (styrene), CC(=C)C1=CC=CC=C1 (α-methylstyrene), CC(=C)C1=CC=CC=C1 (α-methylstyrene), C(C)(CC)[Li] (secondary butyllithium). Solvent: O (water), CO (methanol). The product is C=CC1=CC=CC=C1.C=CC=C.CC(=C)C1=CC=CC=C1 (styrene α-methylstyrene butadiene). Reaction SMILES: [CH3:1][C:2]([C:4]1[CH:9]=[CH:8][CH:7]=[CH:6][CH:5]=1)=[CH2:3].[CH:10]([Li])([CH2:12][CH3:13])[CH3:11].O=O.C=CC=C.C=CC1C=CC=CC=1>CO.O>[CH2:1]=[CH:2][C:4]1[CH:9]=[CH:8][CH:7]=[CH:6][CH:5]=1.[CH2:11]=[CH:10][CH:12]=[CH2:13].[CH3:3][C:2]([C:4]1[CH:9]=[CH:8][CH:7]=[CH:6][CH:5]=1)=[CH2:1] |f:7.8.9|. Procedure details: A 1-liter flask was charged with 506 grams of α-methylstyrene. The α-methylstyrene was then treated with 0.56 millimole of secondary butyllithium to inactivate residual moisture, oxygen and other impurities. 60 Grams of 1,3-butadiene together with 18 grams of styrene and 0.62 millimole of secondary butyllithium were added to the flask in that order. The flask was placed in a water bath having a temperature which vaired from about 45° to 60° centigrade and served to maintain the polymerization te... Reactants: ClC1=C(C(=O)C2=C(SC(=C2)CC)N=NC(C(=O)OCC)NC(CCl)=O)C=CC=C1 (ethyl [3-(2-chlorobenzoyl)-5-ethyl-2-thienyl]azochloroacetylaminoacetate), C1(=CC=C(C=C1)S(=O)(=O)O)C (p-toluenesulfonic acid). Solvent: C1=CC=CC=C1 (benzene). The product is ClC1=C(C(=O)C2=C(SC(=C2)CC)N2N=C(N=C2CCl)C(=O)OCC)C=CC=C1 (ethyl 1-[3-(2-chlorobenzoyl)-5-ethyl-2-thienyl]-5-chloromethyl-1H-1,2,4-triazole-3-carboxylate). Reaction SMILES: [Cl:1][C:2]1[CH:29]=[CH:28][CH:27]=[CH:26][C:3]=1[C:4]([C:6]1[CH:10]=[C:9]([CH2:11][CH3:12])[S:8][C:7]=1[N:13]=[N:14][CH:15]([NH:21][C:22](=O)[CH2:23][Cl:24])[C:16]([O:18][CH2:19][CH3:20])=[O:17])=[O:5].C1(C)C=CC(S(O)(=O)=O)=CC=1>C1C=CC=CC=1>[Cl:1][C:2]1[CH:29]=[CH:28][CH:27]=[CH:26][C:3]=1[C:4]([C:6]1[CH:10]=[C:9]([CH2:11][CH3:12])[S:8][C:7]=1[N:13]1[C:22]([CH2:23][Cl:24])=[N:21][C:15]([C:16]([O:18][CH2:19][CH3:20])=[O:17])=[N:14]1)=[O:5]. Reported procedure: A mixture of 4.44 g. of ethyl [3-(2-chlorobenzoyl)-5-ethyl-2-thienyl]azochloroacetylaminoacetate, 1.90 g. of p-toluenesulfonic acid (monohydrate) and 80 ml. of benzene is refluxed for 40 minutes, then washed successively with an aqueous solution of sodium hydrogen carbonate and water, and dried over sodium sulfate. Thereafter, the solvent is evaporated to give ethyl 1-[3-(2-chlorobenzoyl)-5-ethyl-2-thienyl]-5-chloromethyl-1H-1,2,4-triazole-3-carboxylate as crystals. Recrystallization from ethano... Starting materials: BrC=1C2=CC=CC=C2C=C2C=CC=CC12 (9-Bromoanthracene), C1=C(C=CC2=CC=CC=C12)OB(O)O (2-naphthyl boric acid), C([O-])([O-])=O.[Na+].[Na+] (sodium carbonate), C(C)O (ethanol). The reagents and catalysts are C=1C=CC(=CC1)[P](C=2C=CC=CC2)(C=3C=CC=CC3)[Pd]([P](C=4C=CC=CC4)(C=5C=CC=CC5)C=6C=CC=CC6)([P](C=7C=CC=CC7)(C=8C=CC=CC8)C=9C=CC=CC9)[P](C=1C=CC=CC1)(C=1C=CC=CC1)C=1C=CC=CC1 (tetrakis(triphenylphosphine)palladium). The solvent is C1(=CC=CC=C1)C (toluene), O (water). The product is C1=C(C=CC2=CC=CC=C12)C=1C2=CC=CC=C2C=C2C=CC=CC12 (9-(2-naphthyl)anthracene), 84. RXN SMILES: Br[C:2]1[C:3]2[C:8]([CH:9]=[C:10]3[C:15]=1[CH:14]=[CH:13][CH:12]=[CH:11]3)=[CH:7][CH:6]=[CH:5][CH:4]=2.[CH:16]1[C:25]2[C:20](=[CH:21][CH:22]=[CH:23][CH:24]=2)[CH:19]=[CH:18][C:17]=1OB(O)O.C(=O)([O-])[O-].[Na+].[Na+].C(O)C>C1(C)C=CC=CC=1.C1C=CC([P]([Pd]([P](C2C=CC=CC=2)(C2C=CC=CC=2)C2C=CC=CC=2)([P](C2C=CC=CC=2)(C2C=CC=CC=2)C2C=CC=CC=2)[P](C2C=CC=CC=2)(C2C=CC=CC=2)C2C=CC=CC=2)(C2C=CC=CC=2)C2C=CC=CC=2)=CC=1.O>[CH:16]1[C:25]2[C:20](=[CH:21][CH:22]=[CH:23][CH:24]=2)[CH:19]=[CH:18][C:17]=1[C:2]1[C:15]2[C:10]([CH:9]=[C:8]3[C:3]=1[CH:4]=[CH:5][CH:6]=[CH:7]3)=[CH:11][CH:12]=[CH:13][CH:14]=2 |f:2.3.4,^1:49,51,70,89|. Procedure details: 9-Bromoanthracene (2.57 g, 10.00 mmol), 2-naphthyl boric acid (1.80 g, 12.65 mmol) and sodium carbonate (2.34 g, 22.1 mmol) were suspended in a mixture of toluene (20 mL), ethanol (3 mL) and water (10 mL). To the suspension, was added tetrakis(triphenylphosphine)palladium (0.25 g, 0.22 mmol). The mixture was stirred under reflux for about 24 hours, and then the refluxed mixture was cooled to room temperature. The organic layer was separated and washed with water, and the aqueous layer was extrac... The reactants are Cl (hydrochloric acid), C(CCCCCCC)Br (octyl bromide), C1=CC(=CC=C1O)Br (p-bromophenol), C([O-])([O-])=O.[K+].[K+] (potassium carbonate). Solvent: CC(CC)=O (2-butanone). Run at time 10 hour. Yields the product C(CCCCCCC)OC1=CC=C(C=C1)Br (4-octyloxybromobenzene). Isolated yield 66.8%. As a reaction SMILES: [CH2:1](Br)[CH2:2][CH2:3][CH2:4][CH2:5][CH2:6][CH2:7][CH3:8].[CH:10]1[C:15]([OH:16])=[CH:14][CH:13]=[C:12]([Br:17])[CH:11]=1.C(=O)([O-])[O-].[K+].[K+].Cl>CC(=O)CC>[CH2:1]([O:16][C:15]1[CH:14]=[CH:13][C:12]([Br:17])=[CH:11][CH:10]=1)[CH2:2][CH2:3][CH2:4][CH2:5][CH2:6][CH2:7][CH3:8] |f:2.3.4|. Procedure: A reaction vessel was charged with 22.3 g of octyl bromide, 20 g of p-bromophenol, 33.3 g of potassium carbonate and 200 ml of 2-butanone (MEK), and the mixture was reacted under reflux and agitation for 10 hours. The reaction liquid was poured into diluted hydrochloric acid and the mixture was extracted with benzene. The extract was washed with an aqueous solution of edible salt and dried over Glauber's salt. The solvents were distilled off and the residue was distilled under reduced pressure t... Starting materials: CC(C)(C)[Si](C)(C)Oc1ccc2cc(C#CCCNC(=O)OCc3ccccc3)ccc2c1, C1CCOC1, CCCC[N+](CCCC)(CCCC)CCCC, [F-]. Yields the product O=C(NCCC#Cc1ccc2cc(O)ccc2c1)OCc1ccccc1. As a reaction SMILES: [C:1]([Si:2]([CH3:3])([CH3:4])[O:6][c:7]1[cH:8][c:9]2[cH:10][cH:11][c:12]([C:17]#[C:18][CH2:19][CH2:20][NH:21][C:22]([O:23][CH2:24][c:25]3[cH:26][cH:27][cH:28][cH:29][cH:30]3)=[O:31])[cH:13][c:14]2[cH:15][cH:16]1)([CH3:5])([CH3:32])[CH3:33].[CH2:52]1[O:53][CH2:54][CH2:55][CH2:56]1.[CH3:35][CH2:36][CH2:37][CH2:38][N+:39]([CH2:40][CH2:41][CH2:42][CH3:43])([CH2:44][CH2:45][CH2:46][CH3:47])[CH2:48][CH2:49][CH2:50][CH3:51].[F-:34]>>[OH:6][c:7]1[cH:8][c:9]2[cH:10][cH:11][c:12]([C:17]#[C:18][CH2:19][CH2:20][NH:21][C:22]([O:23][CH2:24][c:25]3[cH:26][cH:27][cH:28][cH:29][cH:30]3)=[O:31])[cH:13][c:14]2[cH:15][cH:16]1. The reactants are CCN(CC)CC=CCc1ccc(N)cc1, ClCCl, CS(=O)(=O)Cl. As a reaction SMILES: [CH2:1]([CH3:2])[N:3]([CH2:4][CH:5]=[CH:6][CH2:7][c:8]1[cH:9][cH:10][c:11]([NH2:14])[cH:12][cH:13]1)[CH2:15][CH3:16].[CH2:22]([Cl:23])[Cl:24].[CH3:17][S:18]([Cl:19])(=[O:20])=[O:21]>>[CH2:1]([CH3:2])[N:3]([CH2:4][CH:5]=[CH:6][CH2:7][c:8]1[cH:9][cH:10][c:11]([NH:14][S:18]([CH3:17])(=[O:20])=[O:21])[cH:12][cH:13]1)[CH2:15][CH3:16]. Yields the product CCN(CC)CC=CCc1ccc(NS(C)(=O)=O)cc1. Procedure details: Triphosgene (750 mg, 2.5 mmol) was added to a stirred solution of 6-chloro-5-(morpholin-4-yl)pyridazin-3-ylhydrazine (1.42 g, 6.2 mmol) in 1,2-dichloroethane (60 ml) at room temperature under nitrogen. The mixture was then stirred and heated at reflux for 22 hours. Upon cooling the precipitate was collected by filtration. The solid was washed with diethyl ether and then dried in vacuo to give 6-chloro-7-(morpholin-4-yl)-2H-1,2,4-triazolo[4,3-b]pyridazin-3-one (1.1 g, 67%) which was used without ... Reactants: ClC(Cl)(OC(OC(Cl)(Cl)Cl)=O)Cl (Triphosgene), ClC1=C(C=C(N=N1)NN)N1CCOCC1 (6-chloro-5-(morpholin-4-yl)pyridazin-3-ylhydrazine). Reaction SMILES: Cl[C:2](Cl)([O:4]C(=O)OC(Cl)(Cl)Cl)Cl.[Cl:13][C:14]1[N:19]=[N:18][C:17]([NH:20][NH2:21])=[CH:16][C:15]=1[N:22]1[CH2:27][CH2:26][O:25][CH2:24][CH2:23]1>ClCCCl>[Cl:13][C:14]1[C:15]([N:22]2[CH2:27][CH2:26][O:25][CH2:24][CH2:23]2)=[CH:16][C:17]2[N:18]([C:2](=[O:4])[NH:21][N:20]=2)[N:19]=1. Product: ClC=1C(=CC=2N(N1)C(NN2)=O)N2CCOCC2 (6-chloro-7-(morpholin-4-yl)-2H-1,2,4-triazolo[4,3-b]pyridazin-3-one). Isolated yield 172.1%. Run in ClCCCl (1,2-dichloroethane).